Dataset: the Open Reaction Database (ORD), a public repository of structured organic reaction records. Task: describe an organic reaction: reactants, conditions, products, and yield The reactants are ClCCCl, CCN(C(C)C)C(C)C, ClCCl, Cl, CNC(=O)c1c(-c2ccc(F)cc2)oc2ccc(-c3cc(C(=O)O)ccc3C)cc12, On1nnc2ccccc21, NC1(c2cncnc2)CC1. Yields the product CNC(=O)c1c(-c2ccc(F)cc2)oc2ccc(-c3cc(C(=O)NC4(c5cncnc5)CC4)ccc3C)cc12. RXN SMILES: [CH2:51]([Cl:52])[CH2:53][Cl:54].[CH:56]([N:57]([CH:58]([CH3:59])[CH3:60])[CH2:61][CH3:62])([CH3:63])[CH3:64].[Cl:65][CH2:66][Cl:67].[ClH:55].[F:1][c:2]1[cH:3][cH:4][c:5](-[c:8]2[o:9][c:10]3[c:11]([c:12]2[C:13]([NH:14][CH3:15])=[O:16])[cH:17][c:18](-[c:21]2[cH:22][c:23]([C:24](=[O:25])[OH:26])[cH:27][cH:28][c:29]2[CH3:30])[cH:19][cH:20]3)[cH:6][cH:7]1.[OH:41][n:42]1[c:43]2[c:44]([cH:45][cH:46][cH:47][cH:48]2)[n:49][n:50]1.[n:31]1[cH:32][n:33][cH:34][c:35]([C:37]2([NH2:40])[CH2:38][CH2:39]2)[cH:36]1>>[F:1][c:2]1[cH:3][cH:4][c:5](-[c:8]2[o:9][c:10]3[c:11]([c:12]2[C:13]([NH:14][CH3:15])=[O:16])[cH:17][c:18](-[c:21]2[cH:22][c:23]([C:24](=[O:25])[NH:40][C:37]4([c:35]5[cH:34][n:33][cH:32][n:31][cH:36]5)[CH2:38][CH2:39]4)[cH:27][cH:28][c:29]2[CH3:30])[cH:19][cH:20]3)[cH:6][cH:7]1. Starting materials: CC(=O)Cl, CCN(C(C)C)C(C)C, ClCCl, Nc1cccc(-c2nc3sccn3c2-c2ccnc(NC3CCCN(S(=O)(=O)c4ccc(Cl)cc4)C3)n2)c1. Product: CC(=O)Nc1cccc(-c2nc3sccn3c2-c2ccnc(NC3CCCN(S(=O)(=O)c4ccc(Cl)cc4)C3)n2)c1. As a reaction SMILES: [CH3:48][C:49]([Cl:50])=[O:51].[CH:39]([N:40]([CH2:41][CH3:42])[CH:43]([CH3:44])[CH3:45])([CH3:46])[CH3:47].[Cl:52][CH2:53][Cl:54].[NH2:1][c:2]1[cH:3][c:4](-[c:8]2[n:9][c:10]3[s:11][cH:12][cH:13][n:14]3[c:15]2-[c:16]2[n:17][c:18]([NH:22][CH:23]3[CH2:24][N:25]([S:29](=[O:30])(=[O:31])[c:32]4[cH:33][cH:34][c:35]([Cl:38])[cH:36][cH:37]4)[CH2:26][CH2:27][CH2:28]3)[n:19][cH:20][cH:21]2)[cH:5][cH:6][cH:7]1>>[NH:1]([c:2]1[cH:3][c:4](-[c:8]2[n:9][c:10]3[s:11][cH:12][cH:13][n:14]3[c:15]2-[c:16]2[n:17][c:18]([NH:22][CH:23]3[CH2:24][N:25]([S:29](=[O:30])(=[O:31])[c:32]4[cH:33][cH:34][c:35]([Cl:38])[cH:36][cH:37]4)[CH2:26][CH2:27][CH2:28]3)[n:19][cH:20][cH:21]2)[cH:5][cH:6][cH:7]1)[C:49]([CH3:48])=[O:51]. Starting materials: [OH-].[Na+] (NaOH), O (water), [Na+].N[C@@H](CCC(=O)[O-])C1=CC=CC=C1 ((S)-4-Amino-4-phenylbutyric acid sodium salt), [H-].[Al+3].[Li+].[H-].[H-].[H-] (lithium aluminum hydride), O (water). Solvent: C1CCOC1 (THF). Conditions: temperature 50 celsius, time 4 hour. Product: N[C@@H](CCCO)C1=CC=CC=C1 ((S)-4-Amino-4-phenylbutan-1-ol). The yield is 5.8%. Reaction SMILES: [Na+].[NH2:2][C@H:3]([C:9]1[CH:14]=[CH:13][CH:12]=[CH:11][CH:10]=1)[CH2:4][CH2:5][C:6]([O-])=[O:7].[H-].[Al+3].[Li+].[H-].[H-].[H-].O.[OH-].[Na+]>C1COCC1>[NH2:2][C@H:3]([C:9]1[CH:14]=[CH:13][CH:12]=[CH:11][CH:10]=1)[CH2:4][CH2:5][CH2:6][OH:7] |f:0.1,2.3.4.5.6.7,9.10|. Reported procedure: (S)-4-Amino-4-phenylbutyric acid sodium salt (1.48 g) was added in portions to a suspension of lithium aluminum hydride (1.00 g) in THF (100 ml). The mixture was stirred at 50° C. for 4 hours and then admixed successively with water (1 ml), 6 N NaOH solution (3 ml) and again with water (3 ml), and filtered. The filtrate was concentrated and the residue was purified by column chromatography. This gave the product (70 mg) with a molecular weight of 165.2 g/mol (C10H15NO); MS (ESI): m/e=166 (M+H+). Reported procedure: Up to now, several synthetic reactions for pentafluorophenyl alkali metal salt are known. For example, a method of producing pentafluorophenyllithium through bromine-metal exchange reaction using relatively expensive bromopentafluorobenzene as a starting raw material for a source of pentafluorophenyl group and butyllithium is already known. For example, in Synthesis of Fluoroorganic Compounds, p. 190, Springer-Verlag (1985), pentafluorophenyllithium is prepared in diethylether-hexane at -70° C. ... RXN SMILES: [F:1][C:2]1[C:7]([Li])=[C:6]([F:9])[C:5]([F:10])=[C:4]([F:11])[C:3]=1[F:12].FC1C(F)=C(F)C(F)=C(F)C=1.C([Li])CCC.[C:29](=[O:31])=[O:30]>>[F:1][C:2]1[C:7]([C:29]([OH:31])=[O:30])=[C:6]([F:9])[C:5]([F:10])=[C:4]([F:11])[C:3]=1[F:12]. Starting materials: C(=O)=O (carbon dioxide), raw material, FC1=C(C(=C(C(=C1[Li])F)F)F)F (pentafluorophenyllithium), hydrogen-metal, C(CCC)[Li] (butyllithium), FC=1C(=C(C(=C(C1)F)F)F)F (pentafluorobenzene), FC1=C(C(=C(C(=C1[Li])F)F)F)F (pentafluorophenyllithium), FC=1C(=C(C(=C(C1)F)F)F)F (pentafluorobenzene), C(CCC)[Li] (butyllithium). The product is FC1=C(C(=C(C(=C1C(=O)O)F)F)F)F (pentafluorobenzoic acid).